Dataset: the Open Reaction Database (ORD), a public repository of structured organic reaction records. Task: describe an organic reaction: reactants, conditions, products, and yield The solvent is CC(=O)C (acetone). Yield: 71.2%. Procedure details: A solution of 4.2 g (0.02 mol) of 7-chloro-3,5-dimethyl-1-ethyl-1H-pyrazolo[4,3-d]pyrimidine (Ex. 16), 3 ml of triethylamine and 5 ml of 2-methylaziridine in 100 ml of methylene dichloride is allowed to stand at room temperature 20 hours. The solution is washed with saturated sodium bicarbonate solution, dried (MgSO4), and evaporated in vacuo to give 4 g of 1-ethyl-3,5-dimethyl-7-(2-methylaziridinyl)pyrazolo[4,3-d]pyrimidine as an oil, characterized by IR and NMR. The aziridine (4 g, 0.017 mol) ... As a reaction SMILES: [CH2:1]([N:3]1[C:11]2[C:10]([N:12]3[CH2:14][CH:13]3[CH3:15])=[N:9][C:8]([CH3:16])=[N:7][C:6]=2[C:5]([CH3:17])=[N:4]1)[CH3:2].[I-].[Na+]>CC(C)=O>[CH2:1]([N:3]1[C:11]2[C:10]3[N:9]([CH2:15][CH:13]([CH3:14])[N:12]=3)[C:8]([CH3:16])=[N:7][C:6]=2[C:5]([CH3:17])=[N:4]1)[CH3:2] |f:1.2|. Product: C(C)N1N=C(C2=C1C=1N(C(=N2)C)CC(N1)C)C (7,8-Dihydro-1-ethyl-3,5,8-trimethyl-1H-imidazo[1,2-c]pyrazolo[3,4-e]pyrimidine). Starting materials: C(C)N1N=C(C=2N=C(N=C(C21)N2C(C2)C)C)C (1-ethyl-3,5-dimethyl-7-(2-methylaziridinyl)pyrazolo[4,3-d]pyrimidine), [I-].[Na+] (sodium iodide). Starting materials: C(C(C)C)OC1=C(C=C(C(=O)OC)C=C1)[N+](=O)[O-] (Methyl 4-isobutyloxy-3-nitrobenzoate), [OH-].[Na+] (sodium hydroxide). Solvent: CO (methanol), C1CCOC1 (THF). Reaction conditions: time 18 hour. The product is C(C(C)C)OC1=C(C=C(C(=O)O)C=C1)[N+](=O)[O-] (4-Isobutyloxy-3-nitrobenzoic acid). Isolated yield 97.8%. Reaction SMILES: [CH2:1]([O:5][C:6]1[CH:15]=[CH:14][C:9]([C:10]([O:12]C)=[O:11])=[CH:8][C:7]=1[N+:16]([O-:18])=[O:17])[CH:2]([CH3:4])[CH3:3].[OH-].[Na+]>CO.C1COCC1>[CH2:1]([O:5][C:6]1[CH:15]=[CH:14][C:9]([C:10]([OH:12])=[O:11])=[CH:8][C:7]=1[N+:16]([O-:18])=[O:17])[CH:2]([CH3:4])[CH3:3] |f:1.2|. Procedure: Methyl 4-isobutyloxy-3-nitrobenzoate (2.50 g, 9.87 mmol) was dissolved in a mixture of methanol (10 mL) and 25 THF (10 mL). After addition of 2M aqueous sodium hydroxide (7.5 mL, 15.0 mmol), the solution was stirred for 18 hours at room temperature. The solvent was distilled off under reduced pressure, and were added to the residue water (20 mL) and 3M aqueous hydrochloric acid to adjust 30 the solution to pH 1. The precipitated crystalline product was collected by filtration. The crystalline pr... Reaction SMILES: [CH3:17][NH2:18].[O:1]1[CH2:2][CH:3]1[CH:4]([CH2:5][CH2:6][CH2:7][CH:8]([CH2:9][CH2:10][CH2:11][CH:12]([CH3:13])[CH3:14])[CH3:15])[CH3:16]>>[OH:1][CH:3]([CH2:2][NH:18][CH3:17])[CH:4]([CH2:5][CH2:6][CH2:7][CH:8]([CH2:9][CH2:10][CH2:11][CH:12]([CH3:13])[CH3:14])[CH3:15])[CH3:16]. Product: CNCC(O)C(C)CCCC(C)CCCC(C)C. Starting materials: CN, CC(C)CCCC(C)CCCC(C)C1CO1. Starting materials: C([O-])([O-])=O.[K+].[K+] (potassium carbonate), S1C(=NC2=C1C=CC=C2)O (1,3-benzothiazol-2-ol), BrCC(=O)NCCCN(C)CC1=CC(=C(C=C1)Cl)Cl (2-bromo-N-{3-[(3,4-dichlorobenzyl)(methyl)amino]propyl}acetamide). Solvent: CN(C=O)C (dimethylformamide), CN(C=O)C (dimethylformamide). Reaction conditions: time 24 hour. The product is S1C(=NC2=C1C=CC=C2)OCC(=O)NCCCN(C)CC2=CC(=C(C=C2)Cl)Cl (2-(1,3-Benzothiazol-2-yloxy)-N-{3-[(3,4-dichlorobenzyl)(methyl)amino]propyl}-acetamide). Yield: 59.3%. RXN SMILES: [S:1]1[C:5]2[CH:6]=[CH:7][CH:8]=[CH:9][C:4]=2[N:3]=[C:2]1[OH:10].C(=O)([O-])[O-].[K+].[K+].Br[CH2:18][C:19]([NH:21][CH2:22][CH2:23][CH2:24][N:25]([CH2:27][C:28]1[CH:33]=[CH:32][C:31]([Cl:34])=[C:30]([Cl:35])[CH:29]=1)[CH3:26])=[O:20]>CN(C)C=O>[S:1]1[C:5]2[CH:6]=[CH:7][CH:8]=[CH:9][C:4]=2[N:3]=[C:2]1[O:10][CH2:18][C:19]([NH:21][CH2:22][CH2:23][CH2:24][N:25]([CH2:27][C:28]1[CH:33]=[CH:32][C:31]([Cl:34])=[C:30]([Cl:35])[CH:29]=1)[CH3:26])=[O:20] |f:1.2.3|. Procedure: 0.0756 g (0.5 mmol) 1,3-benzothiazol-2-ol is dissolved in 5 ml dimethylformamide, 0.15 g (1.1 mmol) dry potassium carbonate is added and under stirring at room temperature 0.18 g (0.5 mmol) 2-bromo-N-{3-[(3,4-dichlorobenzyl)(methyl)amino]propyl}acetamide in 2 ml dimethylformamide is added dropwise. Stirring is continued for 24 hours. The reaction mixture is poured onto ice-water mixture, the precipitated crystals are filtered off, washed with water to obtain 0.13 g title compound. Mp: 113-115° C...